From a dataset of the Open Reaction Database (ORD), a public repository of structured organic reaction records. describe an organic reaction: reactants, conditions, products, and yield Starting materials: OCC#CC1=CC=C(C=O)C=C1 (4-(3-hydroxyprop-1-ynyl)benzaldehyde), C(C)(=O)OC(C)=O (acetic anhydride), C(C)(=O)[O-].[Na+] (sodium acetate), O (water). The solvent is C1=CC=CC=C1 (benzene), CCOCC (ether), CCCCCC (hexane). Product: C(C)(=O)OCC#CC1=CC=C(C=O)C=C1 (4-(3-Acetoxyprop-1-ynyl)benzaldehyde). As a reaction SMILES: [OH:1][CH2:2][C:3]#[C:4][C:5]1[CH:12]=[CH:11][C:8]([CH:9]=[O:10])=[CH:7][CH:6]=1.[C:13](OC(=O)C)(=[O:15])[CH3:14].C([O-])(=O)C.[Na+].O>C1C=CC=CC=1.CCCCCC.CCOCC>[C:13]([O:1][CH2:2][C:3]#[C:4][C:5]1[CH:6]=[CH:7][C:8]([CH:9]=[O:10])=[CH:11][CH:12]=1)(=[O:15])[CH3:14] |f:2.3|. Reported procedure: To 4-(3-hydroxyprop-1-ynyl)benzaldehyde (500 mg.) in dry benzene (20 ml.) was added acetic anhydride (326 mg.) and anhydrous sodium acetate (112 mg.). The mixture was heated at reflux for 4 hours. After cooling, water (50 ml.) was added followed by ether (50 ml.). The organic layer was separated and washed with sodium carbonate solution (2×50 ml.), washed with water, dried over anhydrous magnesium sulphate and evaporated in vacuo. The product was isolated by column chromatography on silica eluti... Reactants: O=C(O)c1ccc2cncn2c1Nc1ccc(Br)cc1F, CCN=C=NCCCN(C)C, CCOC(C)=O, CCN(C(C)C)C(C)C, Cl, CC(O)CON, C1COCCO1, On1nnc2ccccc21. Product: CC(O)CONC(=O)c1ccc2cncn2c1Nc1ccc(Br)cc1F. RXN SMILES: [Br:1][c:2]1[cH:3][c:4]([F:21])[c:5]([NH:8][c:9]2[c:10]([C:18](=[O:19])[OH:20])[cH:11][cH:12][c:13]3[n:14]2[cH:15][n:16][cH:17]3)[cH:6][cH:7]1.[CH3:32][CH2:33][N:34]=[C:35]=[N:36][CH2:37][CH2:38][CH2:39][N:40]([CH3:41])[CH3:42].[CH3:65][CH2:66][O:67][C:68](=[O:69])[CH3:70].[CH:50]([N:51]([CH2:52][CH3:53])[CH:54]([CH3:55])[CH3:56])([CH3:57])[CH3:58].[ClH:43].[NH2:44][O:45][CH2:46][CH:47]([CH3:48])[OH:49].[O:59]1[CH2:60][CH2:61][O:62][CH2:63][CH2:64]1.[OH:22][n:23]1[c:24]2[c:25]([cH:26][cH:27][cH:28][cH:29]2)[n:30][n:31]1>>[Br:1][c:2]1[cH:3][c:4]([F:21])[c:5]([NH:8][c:9]2[c:10]([C:18](=[O:20])[NH:44][O:45][CH2:46][CH:47]([CH3:48])[OH:49])[cH:11][cH:12][c:13]3[n:14]2[cH:15][n:16][cH:17]3)[cH:6][cH:7]1. Starting materials: C(C)N1C(CCNC2=C1C=CC=C2)=O (1-Ethyl-2-oxo-2,3,4,5-tetrahydro-1H-1,5-benzodiazepine), [H-].[Al+3].[Li+].[H-].[H-].[H-] (lithium aluminium hydride). Product: C(C)N1CCCNC2=C1C=CC=C2 (1-Ethyl-2,3,4,5-tetrahydro-1H-1,5-benzodiazepine). As a reaction SMILES: [CH2:1]([N:3]1[C:9]2[CH:10]=[CH:11][CH:12]=[CH:13][C:8]=2[NH:7][CH2:6][CH2:5][C:4]1=O)[CH3:2].[H-].[Al+3].[Li+].[H-].[H-].[H-]>>[CH2:1]([N:3]1[C:9]2[CH:10]=[CH:11][CH:12]=[CH:13][C:8]=2[NH:7][CH2:6][CH2:5][CH2:4]1)[CH3:2] |f:1.2.3.4.5.6|. Procedure: 1-Ethyl-2-oxo-2,3,4,5-tetrahydro-1H-1,5-benzodiazepine from Example 23A (1.7 g, 8.94 mmol) was reduced with lithium aluminium hydride according to the procedure in Example 15A; yield 1.55 g (98%).